From a dataset of the Open Reaction Database (ORD), a public repository of structured organic reaction records. describe an organic reaction: reactants, conditions, products, and yield Reaction conditions: temperature 60 celsius. Starting materials: C(C)(C)O (isopropyl alcohol), C1(=CC=CC=C1)C (toluene), 14.7, Intermediate 1. Yields the product C(=C)C1CC2C(CC1)O2 (4-vinylcyclohexene oxide). Reagents/catalysts: [Pt] (platinum). As a reaction SMILES: [C:1]1([CH3:7])[CH:6]=CC=[CH:3][CH:2]=1.[CH:8]([OH:11])([CH3:10])[CH3:9]>[Pt]>[CH:2]([CH:1]1[CH2:7][CH2:10][CH:8]2[O:11][CH:9]2[CH2:6]1)=[CH2:3]. Procedure: Thereafter, 0.44 part of a 0.5% toluene solution of the platinum catalyst (supra) was added to the reaction mixture which was heated up to a temperature of 60° C. where the reaction mixture was admixed dropwise with a mixture of 14.7 parts of the Intermediate 1 obtained in Synthesis Example 3, 19.5 parts of 4-vinylcyclohexene oxide and 1.02 parts of isopropyl alcohol over a period of 1.5 hours during which the temperature of the reaction mixture was gradually increased to 65° C. After completion...